From a dataset of the Open Reaction Database (ORD), a public repository of structured organic reaction records. describe an organic reaction: reactants, conditions, products, and yield As a reaction SMILES: [F:1][C:2]1[CH:3]=[C:4]([C:9](=O)[CH2:10][S:11][C:12]([CH3:18])([CH3:17])[C:13]([O:15][CH3:16])=[O:14])[CH:5]=[C:6]([F:8])[CH:7]=1.[CH3:20][C:21]([S@:24]([NH2:26])=[O:25])([CH3:23])[CH3:22].[BH4-].[Na+].[CH2:29]1COCC1>[O-]CC.[Ti+4].[O-]CC.[O-]CC.[O-]CC>[C:21]([S:24]([NH:26][C@H:9]([C:4]1[CH:3]=[C:2]([F:1])[CH:7]=[C:6]([F:8])[CH:5]=1)[CH2:10][S:11][C:12]([CH3:18])([CH3:17])[C:13]([O:15][CH2:16][CH3:29])=[O:14])=[O:25])([CH3:23])([CH3:22])[CH3:20] |f:2.3,5.6.7.8.9|. Yields the product C(C)(C)(C)S(=O)N[C@@H](CSC(C(=O)OCC)(C)C)C1=CC(=CC(=C1)F)F (Ethyl 2-{[(2R)-2-[(tert-butylsulfinyl)amino]-2-(3,5-difluorophenyl)ethyl]thio}-2-methylpropanoate). Procedure details: To methyl 2-{[2-(3,5-difluorophenyl)-2-oxoethyl]thio}-2-methylpropanoate from Step B (500. mg, 1.74 mmol) was added (R)-(+)-2-methyl-2-propanesulfinamide (254 mg, 2.09 mmol) under a constant stream of nitrogen. The reagents were dissolved in THF (17 mL), and to the above mixture was added titanium ethoxide (796 mg, 3.49 mmol). The reaction was sealed and stirred at 60° C. for 15 hours. The reaction was complete as determined by LCMS analysis and transesterification was observed. The reaction was... Reactants: C1CCOC1 (THF), FC=1C=C(C=C(C1)F)C(CSC(C(=O)OC)(C)C)=O (methyl 2-{[2-(3,5-difluorophenyl)-2-oxoethyl]thio}-2-methylpropanoate), CC(C)(C)[S@@](=O)N ((R)-(+)-2-methyl-2-propanesulfinamide), [BH4-].[Na+] (sodium borohydride). Reaction conditions: temperature 60 celsius, time 15 hour. The reagents and catalysts are [O-]CC.[Ti+4].[O-]CC.[O-]CC.[O-]CC (titanium ethoxide). Reactants: [C-]#N.[K+] (potassium cyanide), BrCCCCCOC=1C(=CC=C2C(=CC(OC12)=O)NC1=C(C=NC=C1Cl)Cl)OC (8-(5-Bromopentyloxy)-4-(3,5-dichloropyridin-4-ylamino)-7-methoxy-2H-chromen-2-one). Product: ClC=1C=NC=C(C1NC1=CC(OC2=C(C(=CC=C12)OC)OCCCCCC#N)=O)Cl (6-(4-(3,5-Dichloropyridin-4-ylamino)-7-methoxy-2-oxo-2H-chromen-8-yloxy)hexanenitrile). Reaction SMILES: [C-:1]#[N:2].[K+].Br[CH2:5][CH2:6][CH2:7][CH2:8][CH2:9][O:10][C:11]1[C:12]([O:31][CH3:32])=[CH:13][CH:14]=[C:15]2[C:20]=1[O:19][C:18](=[O:21])[CH:17]=[C:16]2[NH:22][C:23]1[C:28]([Cl:29])=[CH:27][N:26]=[CH:25][C:24]=1[Cl:30]>>[Cl:30][C:24]1[CH:25]=[N:26][CH:27]=[C:28]([Cl:29])[C:23]=1[NH:22][C:16]1[C:15]2[C:20](=[C:11]([O:10][CH2:9][CH2:8][CH2:7][CH2:6][CH2:5][C:1]#[N:2])[C:12]([O:31][CH3:32])=[CH:13][CH:14]=2)[O:19][C:18](=[O:21])[CH:17]=1 |f:0.1|. Procedure: The title compound was prepared from potassium cyanide and 8-(5-bromopentyloxy)-4-(3,5-dichloropyridin-4-ylamino)-7-methoxy-2H-chromen-2-one (Example 28) following the procedure outlined in Example 52. 1H NMR (400 MHz, DMSO-d6): δ 9.51 (s, 1H), 8.81 (s, 2H), 7.94 (d, 1H), 7.20 (d, 1H), 4.64 (s, 1H), 3.98 (t, 2H), 3.92 (s, 3H), 2.51 (t, 2H), 1.75-1.55 (m, 6H); MS (ESI): 447.9. Starting materials: Cl.N(C(=N)N)C1=CC=C(C(=O)Cl)C=C1 (4-guanidinobenzoyl chloride hydrochloride), CS(=O)(=O)OC1=C(C=C(C=C1)C(N)=N)[N+](=O)[O-] (4-amidino-2-nitrophenol methanesulfonate). Solvent: N1=CC=CC=C1 (pyridine). Reaction conditions: time 8 hour. Yields the product CS(=O)(=O)O.CS(=O)(=O)O.N(C(=N)N)C1=CC=C(C(=O)OC2=C(C=C(C=C2)C(N)=N)[N+](=O)[O-])C=C1 (4-amidino-2-nitrophenyl 4-guanidinobenzoate dimethanesulfonate). As a reaction SMILES: Cl.[NH:2]([C:6]1[CH:14]=[CH:13][C:9]([C:10](Cl)=[O:11])=[CH:8][CH:7]=1)[C:3]([NH2:5])=[NH:4].[CH3:15][S:16]([O:19][C:20]1[CH:25]=[CH:24][C:23]([C:26](=[NH:28])[NH2:27])=[CH:22][C:21]=1[N+:29]([O-:31])=[O:30])(=[O:18])=[O:17]>N1C=CC=CC=1>[CH3:15][S:16]([OH:19])(=[O:18])=[O:17].[CH3:15][S:16]([OH:19])(=[O:18])=[O:17].[NH:2]([C:6]1[CH:14]=[CH:13][C:9]([C:10]([O:19][C:20]2[CH:25]=[CH:24][C:23]([C:26](=[NH:27])[NH2:28])=[CH:22][C:21]=2[N+:29]([O-:31])=[O:30])=[O:11])=[CH:8][CH:7]=1)[C:3]([NH2:5])=[NH:4] |f:0.1,4.5.6|. Procedure details: Into 300 ml of dried pyridine, were dissolved 7.0 g of 4-guanidinobenzoyl chloride hydrochloride and 7.4 g of 4-amidino-2-nitrophenol methanesulfonate. The solution was stirred overnight at room temperature. The precipitate which was formed was collected by filtration, suspended in methanol and filtered. The filtrate and 300 ml of ethyl ether was stirred to precipitate a colorless solid substance which was collected by filtration, dissolved in a small volume of methanol, and stirred together wit...